From a dataset of the Open Reaction Database (ORD), a public repository of structured organic reaction records. describe an organic reaction: reactants, conditions, products, and yield Starting materials: FC1=CC=CC=2NCCOC21 (8-Fluoro-3,4-dihydro-2H-benzo[1,4]oxazine), ClC=1C=C(C(=NC1)C(=O)O)NS(=O)(=O)C1=CC(=C(C=C1)Cl)C(F)(F)F (5-chloro-3-(4-chloro-3-(trifluoromethyl)phenylsulfonamido)picolinic acid), C(CC)P1(OP(OP(O1)(=O)CCC)(=O)CCC)=O (T3P). Run in CCN(CC)CC (Et3N). Yields the product ClC1=C(C=C(C=C1)S(=O)(=O)NC=1C(=NC=C(C1)Cl)C(=O)N1CCOC2=C1C=CC=C2F)C(F)(F)F (4-Chloro-N-[5-chloro-2-(8-fluoro-2,3-dihydro-benzo[1,4]oxazine-4-carbonyl)-pyridin-3-yl]-3-trifluoromethyl-benzenesulfonamide). As a reaction SMILES: [F:1][C:2]1[C:11]2[O:10][CH2:9][CH2:8][NH:7][C:6]=2[CH:5]=[CH:4][CH:3]=1.[Cl:12][C:13]1[CH:14]=[C:15]([NH:22][S:23]([C:26]2[CH:31]=[CH:30][C:29]([Cl:32])=[C:28]([C:33]([F:36])([F:35])[F:34])[CH:27]=2)(=[O:25])=[O:24])[C:16]([C:19](O)=[O:20])=[N:17][CH:18]=1.C(P1(=O)OP(CCC)(=O)OP(CCC)(=O)O1)CC>CCN(CC)CC>[Cl:32][C:29]1[CH:30]=[CH:31][C:26]([S:23]([NH:22][C:15]2[C:16]([C:19]([N:7]3[C:6]4[CH:5]=[CH:4][CH:3]=[C:2]([F:1])[C:11]=4[O:10][CH2:9][CH2:8]3)=[O:20])=[N:17][CH:18]=[C:13]([Cl:12])[CH:14]=2)(=[O:25])=[O:24])=[CH:27][C:28]=1[C:33]([F:34])([F:36])[F:35]. Reported procedure: 8-Fluoro-3,4-dihydro-2H-benzo[1,4]oxazine, 5-chloro-3-(4-chloro-3-(trifluoromethyl)phenylsulfonamido)picolinic acid, T3P, and Et3N were reacted according to the procedure D to provide the title compound. HPLC purification provided 4-chloro-N-[5-chloro-2-(8-fluoro-2,3-dihydro-benzo[1,4]oxazine-4-carbonyl)-pyridin-3-yl]-3-trifluoromethyl-benzenesulfonamide. Reverse phase HPLC gradient acetonitrile 0.1% TFA 20-95% in 4 min: 2.986 min. MS m/z 550.1 (M+H). Product: O=C(NC1CCC(O)c2ccccc21)C(F)(F)F. Reactants: CCOC(C)=O, O=C1CCC(NC(=O)C(F)(F)F)c2ccccc21, CN(C)C=O. RXN SMILES: [CH3:24][CH2:25][O:26][C:27]([CH3:28])=[O:29].[F:1][C:2]([C:3](=[O:4])[NH:5][CH:6]1[CH2:7][CH2:8][C:9](=[O:16])[c:10]2[cH:11][cH:12][cH:13][cH:14][c:15]21)([F:17])[F:18].[O:19]=[CH:20][N:21]([CH3:22])[CH3:23]>>[F:1][C:2]([C:3](=[O:4])[NH:5][CH:6]1[CH2:7][CH2:8][CH:9]([OH:16])[c:10]2[cH:11][cH:12][cH:13][cH:14][c:15]21)([F:17])[F:18]. Reactants: CC#N, CCN(C(C)C)C(C)C, Ic1ccc(N2CCNCC2)cc1, [Na+], O=C([O-])O, O, OCCCl. Yields the product OCCN1CCN(c2ccc(I)cc2)CC1. RXN SMILES: [CH3:27][C:28]#[N:29].[CH:14]([N:15]([CH2:16][CH3:17])[CH:18]([CH3:19])[CH3:20])([CH3:21])[CH3:22].[I:1][c:2]1[cH:3][cH:4][c:5]([N:8]2[CH2:9][CH2:10][NH:11][CH2:12][CH2:13]2)[cH:6][cH:7]1.[Na+:35].[O-:31][C:32]([OH:33])=[O:34].[OH2:30].[OH:23][CH2:24][CH2:25][Cl:26]>>[I:1][c:2]1[cH:3][cH:4][c:5]([N:8]2[CH2:9][CH2:10][N:11]([CH2:25][CH2:24][OH:23])[CH2:12][CH2:13]2)[cH:6][cH:7]1. Reaction SMILES: N[C:2]1[CH:10]=[C:9]2[C:5]([CH:6]=[N:7][NH:8]2)=[CH:4][CH:3]=1.S(=O)(=O)(O)[OH:12]>>[OH:12][C:2]1[CH:10]=[C:9]2[C:5]([CH:6]=[N:7][NH:8]2)=[CH:4][CH:3]=1. Conditions: time 1 hour. The yield is 51.0%. Starting materials: NC1=CC=C2C=NNC2=C1 (6-aminoindazole), S(O)(O)(=O)=O (sulfuric acid). Product: OC1=CC=C2C=NNC2=C1 (6-hydroxyindazole). Procedure: 6-aminoindazole (2.66 g, 20 mmol) is added to 20% of dilute sulfuric acid and the reaction is performed under microwave radiation at 170° C. for 1 hour using microwave powder of 600 watt, and then terminated. The reaction solution is cooled, adjusted to pH=7 with 5% NaOH and stirred for 10 minutes to precipitated a deposit, which is recrystallized in water to obtain 1.5 g of 6-hydroxyindazole, with a yield of 51%. Starting materials: COC(=O)Cc1cccc(Oc2ccc(Br)cc2CBr)c1, CC1NC(=O)OC1Oc1ccc(Cl)cc1. Product: COC(=O)Cc1cccc(Oc2ccc(Br)cc2CN2C(=O)OC(Oc3ccc(Cl)cc3)C2C)c1. As a reaction SMILES: [CH3:1][O:2][C:3]([CH2:4][c:5]1[cH:6][c:7]([O:11][c:12]2[c:13]([CH2:19][Br:20])[cH:14][c:15]([Br:18])[cH:16][cH:17]2)[cH:8][cH:9][cH:10]1)=[O:21].[Cl:22][c:23]1[cH:24][cH:25][c:26]([O:27][CH:28]2[CH:29]([CH3:34])[NH:30][C:31](=[O:33])[O:32]2)[cH:35][cH:36]1>>[CH3:1][O:2][C:3]([CH2:4][c:5]1[cH:6][c:7]([O:11][c:12]2[c:13]([CH2:19][N:30]3[CH:29]([CH3:34])[CH:28]([O:27][c:26]4[cH:25][cH:24][c:23]([Cl:22])[cH:36][cH:35]4)[O:32][C:31]3=[O:33])[cH:14][c:15]([Br:18])[cH:16][cH:17]2)[cH:8][cH:9][cH:10]1)=[O:21]. The reactants are COC1=C2C=CC(=CC2=CC=C1)N1N=C(C=C1C)OCCN1CCOCC1 (4-{2-[1-(5-methoxynaphthalen-2-yl)-5-methyl-1H-pyrazol-3-yloxy]ethyl}morpholine). Run in Cl (HCl). Product: OC1=C2C=CC(=CC2=CC=C1)N1N=C(C=C1C)OCCN1CCOCC1 (4-{2-[1-(5-hydroxynaphthalen-2-yl)-5-methyl-1H-pyrazol-3-yloxy]ethyl}morpholine). Reaction SMILES: C[O:2][C:3]1[CH:12]=[CH:11][CH:10]=[C:9]2[C:4]=1[CH:5]=[CH:6][C:7]([N:13]1[C:17]([CH3:18])=[CH:16][C:15]([O:19][CH2:20][CH2:21][N:22]3[CH2:27][CH2:26][O:25][CH2:24][CH2:23]3)=[N:14]1)=[CH:8]2>Cl>[OH:2][C:3]1[CH:12]=[CH:11][CH:10]=[C:9]2[C:4]=1[CH:5]=[CH:6][C:7]([N:13]1[C:17]([CH3:18])=[CH:16][C:15]([O:19][CH2:20][CH2:21][N:22]3[CH2:27][CH2:26][O:25][CH2:24][CH2:23]3)=[N:14]1)=[CH:8]2. Procedure details: A solution of 4-{2-[1-(5-methoxynaphthalen-2-yl)-5-methyl-1H-pyrazol-3-yloxy]ethyl}morpholine (400 mg, 1.08 mmol) in HCl conc. (25 ml) was heated at 90° C. during 7 hrs, cooled down, and evaporated to dryness in a rotavapor. A remaining crude of 4-{2-[1-(5-hydroxynaphthalen-2-yl)-5-methyl-1H-pyrazol-3-yloxy]ethyl}morpholine chlorhydrate was left, which was crystallized in isopropyl alcohol-petroleum ether obtaining 0.32 g (76%) of the product in a solid amorphous form with a melting point m.p.<7... Reactants: N#Cc1cccc(C(=O)O)c1, Cc1cccc(-c2sc(C)nc2C(=O)N2CC3CC3C2CN)c1. The product is Cc1cccc(-c2sc(C)nc2C(=O)N2CC3CC3C2CNC(=O)c2cccc(C#N)c2)c1. Reaction SMILES: [C:24](#[N:25])[c:26]1[cH:27][c:28]([C:29](=[O:30])[OH:31])[cH:32][cH:33][cH:34]1.[NH2:1][CH2:2][CH:3]1[CH:4]2[CH2:5][CH:6]2[CH2:7][N:8]1[C:9](=[O:10])[c:11]1[n:12][c:13]([CH3:23])[s:14][c:15]1-[c:16]1[cH:17][c:18]([CH3:22])[cH:19][cH:20][cH:21]1>>[NH:1]([CH2:2][CH:3]1[CH:4]2[CH2:5][CH:6]2[CH2:7][N:8]1[C:9](=[O:10])[c:11]1[n:12][c:13]([CH3:23])[s:14][c:15]1-[c:16]1[cH:17][c:18]([CH3:22])[cH:19][cH:20][cH:21]1)[C:29]([c:28]1[cH:27][c:26]([C:24]#[N:25])[cH:34][cH:33][cH:32]1)=[O:30]. Starting materials: C(C)(=O)O[BH-](OC(C)=O)OC(C)=O.[Na+] (sodium triacetoxyborohydride), Cl.CS(=O)(=O)N1CCNCC1 (1-methanesulfonylpiperazine hydrochloride), N1=CC=CC=C1 (pyridine), N1C=CC=2C(=CC=CC12)C=O (indole-4-carboxaldehyde). Run in O1CCCC1 (tetrahydrofuran). Run at time 15 hour. The product is CS(=O)(=O)N1CCN(CC1)CC1=C2CCNC2=CC=C1 (4-(4-methanesulfonylpiperazin-1-ylmethyl)-2,3-dihydro-1H-indole). Reaction SMILES: C(O[BH-](OC(=O)C)OC(=O)C)(=O)C.[Na+].Cl.[CH3:16][S:17]([N:20]1[CH2:25][CH2:24][NH:23][CH2:22][CH2:21]1)(=[O:19])=[O:18].N1C=CC=CC=1.[NH:32]1[C:40]2[CH:39]=[CH:38][CH:37]=[C:36]([CH:41]=O)[C:35]=2[CH:34]=[CH:33]1>O1CCCC1>[CH3:16][S:17]([N:20]1[CH2:25][CH2:24][N:23]([CH2:41][C:36]2[CH:37]=[CH:38][CH:39]=[C:40]3[C:35]=2[CH2:34][CH2:33][NH:32]3)[CH2:22][CH2:21]1)(=[O:19])=[O:18] |f:0.1,2.3|. Procedure: 2.92 g of sodium triacetoxyborohydride, 2.26 of 1-methanesulfonylpiperazine hydrochloride and 545 mg of pyridine are successively added to a solution of 1 g of indole-4-carboxaldehyde in 40 ml of tetrahydrofuran under argon. The reaction mixture is stirred at ambient temperature for 15 hours, and then concentrated under reduced pressure. The residue is taken up in 40 ml of acetic acid cooled to 15° C., and then 1.30 g of sodium cyanoborohydride are added in portions. The reaction medium is stirr...